This data is from the Open Reaction Database (ORD), a public repository of structured organic reaction records. The task is: describe an organic reaction: reactants, conditions, products, and yield The reactants are NC1C2=C(CCC3=C1C=CC=C3)C=CC=C2 (5-amino-10,11-dihydro-5H-dibenzo[a,d]cycloheptene), ClCC(=O)Cl (chloroacetyl chloride), N1CCC2(CC1)OCCC1=CC=CC=C12 (spiro[isochroman-1,4'-piperidine]). Product: Cl.C1=CC=CC=2C(C3=C(CCC21)C=CC=C3)NCCN3CCC2(CC3)OCCC3=CC=CC=C32 ((10,11-Dihydro-5H-dibenzo[a,d]cyclohepten-5-yl)-[2-(spiro[isochroman-1,4'-piperidin]-1'-yl)-ethyl]-amine hydrochloride). As a reaction SMILES: [NH2:1][CH:2]1[C:8]2[CH:9]=[CH:10][CH:11]=[CH:12][C:7]=2[CH2:6][CH2:5][C:4]2[CH:13]=[CH:14][CH:15]=[CH:16][C:3]1=2.[Cl:17][CH2:18][C:19](Cl)=O.[NH:22]1[CH2:27][CH2:26][C:25]2([C:36]3[C:31](=[CH:32][CH:33]=[CH:34][CH:35]=3)[CH2:30][CH2:29][O:28]2)[CH2:24][CH2:23]1>>[ClH:17].[CH:12]1[C:7]2[CH2:6][CH2:5][C:4]3[CH:13]=[CH:14][CH:15]=[CH:16][C:3]=3[CH:2]([NH:1][CH2:18][CH2:19][N:22]3[CH2:27][CH2:26][C:25]4([C:36]5[C:31](=[CH:32][CH:33]=[CH:34][CH:35]=5)[CH2:30][CH2:29][O:28]4)[CH2:24][CH2:23]3)[C:8]=2[CH:9]=[CH:10][CH:11]=1 |f:3.4|. Reported procedure: The title compound, m.p. 190° C. and MS: m/e=439.4 (M+H+), was prepared in accordance with the general method of example 1 from 5-amino-10,11-dihydro-5H-dibenzo[a,d]cycloheptene, chloroacetyl chloride, spiro[isochroman-1,4'-piperidine] and Hcl. Starting materials: ClC=1C=C(C(=NC1)CN(C1CCNCC1)CC1=NC=CC=C1C(C)(C)C1=CC=C(C=C1)F)C ((5-chloro-3-methyl-pyridin-2-ylmethyl)-{3-[1-(4-fluoro-phenyl)-1-methyl-ethyl]-pyridin-2-ylmethyl}-piperidine-4-yl-amine), N1C(=NC=C1)NC(=O)N1C=NC=C1 (imidazole-1-carboxylic acid (1H-imidazol-2-yl)-amide), CCN(C(C)C)C(C)C (DIPEA). Run in CN(C)C=O (DMF). Conditions: temperature 75 celsius, time 2 hour. The product is N1C(=NC=C1)NC(=O)N1CCC(CC1)N(CC1=NC=CC=C1C(C)(C)C1=CC=C(C=C1)F)CC1=NC=C(C=C1C)Cl (4-((5-Chloro-3-methyl-pyridin-2-ylmethyl)-{3-[1-(4-fluoro-phenyl)-1-methyl-ethyl]-pyridin-2-ylmethyl}-amino)-piperidine-1-carboxylic acid (1H-imidazol-2-yl)-amide). Reaction SMILES: [Cl:1][C:2]1[CH:3]=[C:4]([CH3:33])[C:5]([CH2:8][N:9]([CH2:16][C:17]2[C:22]([C:23]([C:26]3[CH:31]=[CH:30][C:29]([F:32])=[CH:28][CH:27]=3)([CH3:25])[CH3:24])=[CH:21][CH:20]=[CH:19][N:18]=2)[CH:10]2[CH2:15][CH2:14][NH:13][CH2:12][CH2:11]2)=[N:6][CH:7]=1.[NH:34]1[CH:38]=[CH:37][N:36]=[C:35]1[NH:39][C:40](N1C=CN=C1)=[O:41].CCN(C(C)C)C(C)C>CN(C=O)C>[NH:34]1[CH:38]=[CH:37][N:36]=[C:35]1[NH:39][C:40]([N:13]1[CH2:14][CH2:15][CH:10]([N:9]([CH2:8][C:5]2[C:4]([CH3:33])=[CH:3][C:2]([Cl:1])=[CH:7][N:6]=2)[CH2:16][C:17]2[C:22]([C:23]([C:26]3[CH:31]=[CH:30][C:29]([F:32])=[CH:28][CH:27]=3)([CH3:25])[CH3:24])=[CH:21][CH:20]=[CH:19][N:18]=2)[CH2:11][CH2:12]1)=[O:41]. Reported procedure: The amine from above (131 mg, 0.28 mmol), and imidazole-1-carboxylic acid (1H-imidazol-2-yl)-amide (168 mg, 0.56 mmol) were combined in DMF (4.0 mL) and treated with DIPEA (0.29 mL, 1.7 mmol). The solution was stirred at 75° C. for 2 hours and then concentrated under reduced pressure. This afforded, after column chromatography with silica gel (25:1:0.1 CH2Cl2:MeOH:NH4OH), COMPOUND 307 (72 mg, 45%). 1H NMR (CDCl3): δ 1.30 (q, 2H, J=11.1 Hz), 1.59 (s, 6H), 1.66 (d, 2H, J=12.3 Hz), 2.26 (s, 3H), 2.... The reactants are O=C(O)c1cc(C(F)(F)F)cc(Br)c1N1CCCCC1, Cc1ccccc1, CC(C)=O, Nc1ccc(Cl)c(Cl)c1, O, O=S(Cl)Cl. Yields the product O=C(Nc1ccc(Cl)c(Cl)c1)c1cc(C(F)(F)F)cc(Br)c1N1CCCCC1. As a reaction SMILES: [Br:1][c:2]1[c:3]([N:15]2[CH2:16][CH2:17][CH2:18][CH2:19][CH2:20]2)[c:4]([C:5](=[O:6])[OH:7])[cH:8][c:9]([C:11]([F:12])([F:13])[F:14])[cH:10]1.[CH3:34][c:35]1[cH:36][cH:37][cH:38][cH:39][cH:40]1.[CH3:41][C:42](=[O:43])[CH3:44].[NH2:25][c:26]1[cH:27][cH:28][c:29]([Cl:30])[c:31]([Cl:32])[cH:33]1.[OH2:45].[S:21]([Cl:22])([Cl:23])=[O:24]>>[Br:1][c:2]1[c:3]([N:15]2[CH2:16][CH2:17][CH2:18][CH2:19][CH2:20]2)[c:4]([C:5](=[O:6])[NH:25][c:26]2[cH:27][cH:28][c:29]([Cl:30])[c:31]([Cl:32])[cH:33]2)[cH:8][c:9]([C:11]([F:12])([F:13])[F:14])[cH:10]1. The reactants are CCOC(C)=O, CCCCCC, FC(F)(F)c1ccc(-c2n[nH]c(C(F)(F)F)c2Cl)cc1, COc1cc(N2CCN(C(=O)CCl)CC2)ccc1Cl, [K+], [K+], O=C([O-])[O-], CN(C)C=O. The product is COc1cc(N2CCN(C(=O)Cn3nc(C(F)(F)F)c(Cl)c3-c3ccc(C(F)(F)F)cc3)CC2)ccc1Cl. As a reaction SMILES: [C:51]([O:52][CH2:53][CH3:54])(=[O:55])[CH3:56].[CH3:57][CH2:58][CH2:59][CH2:60][CH2:61][CH3:62].[Cl:1][c:2]1[c:3](-[c:11]2[cH:12][cH:13][c:14]([C:17]([F:18])([F:19])[F:20])[cH:15][cH:16]2)[n:4][nH:5][c:6]1[C:7]([F:8])([F:9])[F:10].[Cl:27][CH2:28][C:29](=[O:30])[N:31]1[CH2:32][CH2:33][N:34]([c:37]2[cH:38][c:39]([O:44][CH3:45])[c:40]([Cl:43])[cH:41][cH:42]2)[CH2:35][CH2:36]1.[K+:21].[K+:22].[O-:23][C:24]([O-:25])=[O:26].[O:46]=[CH:47][N:48]([CH3:49])[CH3:50]>>[Cl:1][c:2]1[c:3](-[c:11]2[cH:12][cH:13][c:14]([C:17]([F:18])([F:19])[F:20])[cH:15][cH:16]2)[n:4]([CH2:28][C:29](=[O:30])[N:31]2[CH2:32][CH2:33][N:34]([c:37]3[cH:38][c:39]([O:44][CH3:45])[c:40]([Cl:43])[cH:41][cH:42]3)[CH2:35][CH2:36]2)[n:5][c:6]1[C:7]([F:8])([F:9])[F:10].